This data is from the Open Reaction Database (ORD), a public repository of structured organic reaction records. The task is: describe an organic reaction: reactants, conditions, products, and yield Starting materials: CN1C(N(C(C=2C1=CN(C2C2=CC=CC=C2)[C@H](C(=O)O)CCC(=O)O)=O)C)=O ((S)-2-(1,3-Dimethyl-2,4-dioxo-5-phenyl-3,4-dihydro-1H-pyrrolo[3,4-d]pyrimidin-6(2H)-yl)pentanedioic acid), polyphosphoric acid. Solvent: O (water), O (water). Conditions: temperature 110 celsius. Product: CN1C(N(C(C=2C1=C1C(CC[C@H](N1C2C2=CC=CC=C2)C(=O)O)=O)=O)C)=O ((S)-1,3-Dimethyl-2,4,10-trioxo-5-phenyl-1,2,3,4,7,8,9,10-octahydropyrimido[4,5-a]indolizine-7-carboxylic acid). Reaction SMILES: [CH3:1][N:2]1[C:7]2=[CH:8][N:9]([C@@H:17]([CH2:21][CH2:22][C:23]([OH:25])=O)[C:18]([OH:20])=[O:19])[C:10]([C:11]3[CH:16]=[CH:15][CH:14]=[CH:13][CH:12]=3)=[C:6]2[C:5](=[O:26])[N:4]([CH3:27])[C:3]1=[O:28]>O>[CH3:1][N:2]1[C:7]2=[C:8]3[N:9]([C:10]([C:11]4[CH:12]=[CH:13][CH:14]=[CH:15][CH:16]=4)=[C:6]2[C:5](=[O:26])[N:4]([CH3:27])[C:3]1=[O:28])[C@H:17]([C:18]([OH:20])=[O:19])[CH2:21][CH2:22][C:23]3=[O:25]. Reported procedure: (S)-2-(1,3-Dimethyl-2,4-dioxo-5-phenyl-3,4-dihydro-1H-pyrrolo[3,4-d]pyrimidin-6(2H)-yl)pentanedioic acid (2.44 g, 6.33 mmol) and polyphosphoric acid (4.85 ml, 6.33 mmol) were combined and heated at 110° C. for 85 mins. The reaction mixture was cooled to ˜50° C. and diluted with water to give a fluid mixture. The mixture was then cooled to room temperature, further diluted with water and extracted with chloroform (5×). The combined organic extracts were passed through a hydrophobic frit and evapo... Starting materials: OC1=CC=NC=C1 (4-hydroxypyridine), ICCC (1-iodopropane), C([O-])([O-])=O.[K+].[K+] (potassium carbonate). Run in CC(=O)C (acetone). Product: C(CC)N1C=CC(C=C1)=O (1-n-propyl-4-pyridone). RXN SMILES: [OH:1][C:2]1[CH:7]=[CH:6][N:5]=[CH:4][CH:3]=1.I[CH2:9][CH2:10][CH3:11].C(=O)([O-])[O-].[K+].[K+]>CC(C)=O>[CH2:9]([N:5]1[CH:6]=[CH:7][C:2](=[O:1])[CH:3]=[CH:4]1)[CH2:10][CH3:11] |f:2.3.4|. Procedure details: The starting material may be prepared as follows: A solution of 4-hydroxypyridine (950 mg.) and 1-iodopropane (2.34 ml.) in acetone (30 ml.) was stirred under reflux for 2 hours with powdered potassium carbonate (2.76 g.). The reaction mixture was cooled to room temperature and filtered. The solvent was evaporated from the filtrate and the residue was purified by chromoatograph on Kieselgel 60 (100 g.) eluting with methylene chloride/MeOH 100:0 to 80:20 v/v to give 1-n-propyl-4-pyridone (1.05 g.... The reactants are C([O-])([O-])=O.[Cs+].[Cs+] (cesium carbonate), Cl (HCl), C(CC(=O)OCC)(=O)OCC (diethyl malonate), FC1=C(C=CC(=C1)C=C)C=1SC2=NC(=CC=C2N1)C1(CC1)C1=CC=CC=C1 (2-(2-fluoro-4-vinylphenyl)-5-(1-phenylcyclopropyl)thiazolo[5,4-b]pyridine). Run in CN(C)C=O (DMF). Reaction conditions: time 1 hour. Product: FC=1C=C(CCC(C(=O)OCC)C(=O)OCC)C=CC1C=1SC2=NC(=CC=C2N1)C1(CC1)C1=CC=CC=C1 (diethyl 2-(3-fluoro-4-(5-(1-phenylcyclopropyl)thiazolo[5,4-b]pyridin-2-yl)phenethyl)malonate). Reaction SMILES: C(=O)([O-])[O-].[Cs+].[Cs+].[C:7]([O:15][CH2:16][CH3:17])(=[O:14])[CH2:8][C:9]([O:11][CH2:12][CH3:13])=[O:10].[F:18][C:19]1[CH:24]=[C:23]([CH:25]=[CH2:26])[CH:22]=[CH:21][C:20]=1[C:27]1[S:28][C:29]2[C:34]([N:35]=1)=[CH:33][CH:32]=[C:31]([C:36]1([C:39]3[CH:44]=[CH:43][CH:42]=[CH:41][CH:40]=3)[CH2:38][CH2:37]1)[N:30]=2.Cl>CN(C=O)C>[F:18][C:19]1[CH:24]=[C:23]([CH:22]=[CH:21][C:20]=1[C:27]1[S:28][C:29]2[C:34]([N:35]=1)=[CH:33][CH:32]=[C:31]([C:36]1([C:39]3[CH:40]=[CH:41][CH:42]=[CH:43][CH:44]=3)[CH2:38][CH2:37]1)[N:30]=2)[CH2:25][CH2:26][CH:8]([C:9]([O:11][CH2:12][CH3:13])=[O:10])[C:7]([O:15][CH2:16][CH3:17])=[O:14] |f:0.1.2|. Procedure details: In reactor bottle under N2 were combined fine cesium carbonate (0.209 g, 0.644 mmol) and diethyl malonate (0.195 mL, 1.29 mmol) in DMF (3 mL). The resulting slurry was allowed to stir for 1 h at ambient temperature. To the mixture was added 2-(2-fluoro-4-vinylphenyl)-5-(1-phenylcyclopropyl)thiazolo[5,4-b]pyridine (0.200 g, 0.537 mmol) and the reaction mixture was heated to 35° C. for 1.5 h. The reaction mixture was cooled to 0° C. and acidified using 1 N aq. HCl, extracted with EtOAc, and the or... Starting materials: C1(CCC(N1C(C(=O)O)SC(C1=CC=CC=C1)=O)=O)=O (succinimidyl-S-benzoylmercaptoacetic acid), C(C1=CC=CC=C1)(=O)Cl (benzoyl chloride), [OH-].[Na+] (sodium hydroxide), SCC(=O)O (mercaptoacetic acid). Run in O (water), C1(=CC=CC=C1)C (toluene). Conditions: temperature 5 celsius, time 30 minute. Product: C(C1=CC=CC=C1)(=O)SCC(=O)O (S-benzoylmercaptoacetic acid). Yield: 98.0%. Reaction SMILES: C1(=O)N([CH:6]([S:10][C:11](=[O:18])[C:12]2[CH:17]=[CH:16][CH:15]=[CH:14][CH:13]=2)[C:7]([OH:9])=[O:8])C(=O)CC1.[OH-].[Na+].SCC(O)=O.C(Cl)(=O)C1C=CC=CC=1>O.C1(C)C=CC=CC=1>[C:11]([S:10][CH2:6][C:7]([OH:9])=[O:8])(=[O:18])[C:12]1[CH:17]=[CH:16][CH:15]=[CH:14][CH:13]=1 |f:1.2|. Procedure details: In advance, succinimidyl-S-benzoylmercaptoacetic acid (BMS) was synthesized as follows. Two-layer system of toluene (75 mL) and water (75 mL) was cooled in an ice-water bath, sodium hydroxide (8.86 g, 221.5 mmol) was added thereto. Next, mercaptoacetic acid (9.22 g, 100 mmol) was added dropwise and washed with 5 mL of water. Further, benzoyl chloride (14.61 g, 100.3 mmol) was added dropwise, and washed with 5 mL of toluene. The reaction was conducted with stirring at about 5° C. for 30 minutes, ... RXN SMILES: [Si]([O:8][CH2:9][C@@H:10]([NH:15][C:16]([C:18]1[N:19]=[C:20]([N:23]2[CH2:26][CH:25]([S:27][C:28]3[C@H:29]([CH3:52])[C@@H:30]4[C@@H:47]([C@H:48]([OH:50])[CH3:49])[C:46](=[O:51])[N:31]4[C:32]=3[C:33]([O:35][CH2:36][C:37]3[CH:42]=[CH:41][C:40]([N+:43]([O-:45])=[O:44])=[CH:39][CH:38]=3)=[O:34])[CH2:24]2)[S:21][CH:22]=1)=[O:17])[CH2:11][CH:12]([CH3:14])[CH3:13])(C(C)(C)C)(C)C.C(O)(=O)C.[F-].C([N+](CCCC)(CCCC)CCCC)CCC>O1CCCC1>[OH:8][CH2:9][C@@H:10]([NH:15][C:16]([C:18]1[N:19]=[C:20]([N:23]2[CH2:24][CH:25]([S:27][C:28]3[C@H:29]([CH3:52])[C@@H:30]4[C@@H:47]([C@H:48]([OH:50])[CH3:49])[C:46](=[O:51])[N:31]4[C:32]=3[C:33]([O:35][CH2:36][C:37]3[CH:38]=[CH:39][C:40]([N+:43]([O-:45])=[O:44])=[CH:41][CH:42]=3)=[O:34])[CH2:26]2)[S:21][CH:22]=1)=[O:17])[CH2:11][CH:12]([CH3:13])[CH3:14] |f:2.3|. Procedure details: To a solution of p-nitrobenzyl (1R,5S,6S)-2-(1-{4-[(1S)-1-(t-butyldimethylsilyloxymethyl)-3-methylbutylcarbamoyl]-1,3-thiazol-2-yl}azetidin-3-yl)thio-6-[(R)-1-hydroxyethyl]-1-methylcarbapen-2-em-3-carboxylate (640 mg, 0.827 mmol) (obtained as described in Example 42(1)) in tetrahydrofuran (32 ml) were added acetic acid (142 μl, 2.48mmol) and a solution of 1 M tetrabutylammonium fluoride in tetrahydrofuran (2.48 ml, 2.48 mmol) in an ice bath and the mixture was stirred for 2 days at room temperat... The reactants are [Si](C)(C)(C(C)(C)C)OC[C@H](CC(C)C)NC(=O)C=1N=C(SC1)N1CC(C1)SC=1[C@@H]([C@H]2N(C1C(=O)OCC1=CC=C(C=C1)[N+](=O)[O-])C([C@@H]2[C@@H](C)O)=O)C (p-nitrobenzyl (1R,5S,6S)-2-(1-{4-[(1S)-1-(t-butyldimethylsilyloxymethyl)-3-methylbutylcarbamoyl]-1,3-thiazol-2-yl}azetidin-3-yl)thio-6-[(R)-1-hydroxyethyl]-1-methylcarbapen-2-em-3-carboxylate), C(C)(=O)O (acetic acid), [F-].C(CCC)[N+](CCCC)(CCCC)CCCC (tetrabutylammonium fluoride). Isolated yield 55.3%. The solvent is O1CCCC1 (tetrahydrofuran), O1CCCC1 (tetrahydrofuran). Yields the product OC[C@H](CC(C)C)NC(=O)C=1N=C(SC1)N1CC(C1)SC=1[C@@H]([C@H]2N(C1C(=O)OCC1=CC=C(C=C1)[N+](=O)[O-])C([C@@H]2[C@@H](C)O)=O)C (p-nitrobenzyl (1R,5S,6S)-2-{1-[4-((1S)-1-hydroxymethyl-3-methylbutylcarbamoyl)-1,3-thiazol-2-yl]azetidin-3-yl}thio-6-[(R)-1-hydroxyethyl]-1-methylcarbapen-2-em-3-carboxylate).